Dataset: the Open Reaction Database (ORD), a public repository of structured organic reaction records. Task: describe an organic reaction: reactants, conditions, products, and yield Reactants: CC(=CCC/C(=C/C=C/C(=O)C)/C)C (pseudoionone), S(O)(O)(=O)=O (sulfuric acid). Run in C(Cl)Cl (methylene chloride). The product is CC1=C(C(CCC1)(C)C)/C=C/C(=O)C (β-ionone). Isolated yield 98.0%. RXN SMILES: [CH3:1][C:2]([CH3:14])=[CH:3][CH2:4][CH2:5]/[C:6](/[CH3:13])=[CH:7]/[CH:8]=[CH:9]/[C:10]([CH3:12])=[O:11].S(=O)(=O)(O)O>C(Cl)Cl>[CH3:13][C:6]1[CH2:5][CH2:4][CH2:3][C:2]([CH3:14])([CH3:1])[C:7]=1/[CH:8]=[CH:9]/[C:10]([CH3:12])=[O:11]. Reported procedure: The procedure was carried out exactly as described in Example 9, except that the solution of 600 g of a 96% pure pseudoionone in 1,200 ml of methylene chloride, and the 1,000 ml of sulfuric acid, were introduced simultaneously into the reactor in the course of 5 minutes instead of 10 minutes. The distillation gave 490 g of a 98% pure β-ionone, corresponding to a yield of β-ionone of 83.4% of theory. Starting materials: Cc1cc2c(CC(=O)O)cccc2cn1, CS(C)=O, NCc1ccc(C(F)(F)F)c(F)c1, NCc1ccc(OC(F)(F)F)cc1, CN(C)C=O. Product: Cc1cc2c(CC(=O)NCc3ccc(C(F)(F)F)c(F)c3)cccc2cn1. RXN SMILES: [CH3:1][c:2]1[n:3][cH:4][c:5]2[cH:6][cH:7][cH:8][c:9]([CH2:12][C:13](=[O:14])[OH:15])[c:10]2[cH:11]1.[CH3:42][S:43]([CH3:44])=[O:45].[F:16][c:17]1[cH:18][c:19]([CH2:20][NH2:21])[cH:22][cH:23][c:24]1[C:25]([F:26])([F:27])[F:28].[F:29][C:30]([F:31])([F:32])[O:33][c:34]1[cH:35][cH:36][c:37]([CH2:38][NH2:39])[cH:40][cH:41]1.[O:46]=[CH:47][N:48]([CH3:49])[CH3:50]>>[CH3:1][c:2]1[n:3][cH:4][c:5]2[cH:6][cH:7][cH:8][c:9]([CH2:12][C:13](=[O:15])[NH:21][CH2:20][c:19]3[cH:18][c:17]([F:16])[c:24]([C:25]([F:26])([F:27])[F:28])[cH:23][cH:22]3)[c:10]2[cH:11]1. The reactants are COC(=O)C=1C=NOC1C1=CC(=CC=C1)C(F)(F)F (methyl-5-(3'-trifluoromethylphenyl)-4-isoxazolecarboxylate), Cl (hydrochloric acid). Run in C(C)(=O)O (acetic acid). Conditions: temperature 25 celsius. Yields the product FC(C=1C=C(C=CC1)C1=C(C=NO1)C(=O)O)(F)F (5-(3'-trifluoromethylphenyl)-4-isoxazolecarboxylic acid). RXN SMILES: C[O:2][C:3]([C:5]1[CH:6]=[N:7][O:8][C:9]=1[C:10]1[CH:15]=[CH:14][CH:13]=[C:12]([C:16]([F:19])([F:18])[F:17])[CH:11]=1)=[O:4].Cl>C(O)(=O)C>[F:19][C:16]([F:17])([F:18])[C:12]1[CH:11]=[C:10]([C:9]2[O:8][N:7]=[CH:6][C:5]=2[C:3]([OH:4])=[O:2])[CH:15]=[CH:14][CH:13]=1. Procedure: A portion of the methyl-5-(3'-trifluoromethylphenyl)-4-isoxazolecarboxylate (5.0 g.; 0.018 mol.) in 10 ml. of acetic acid was reacted with 10 ml. of concentrated hydrochloric acid at reflux for six hours. The reaction mixture was cooled to 25° C., and then poured onto 50 g. of ice. The resulting mixture was extracted five times with 25 ml. of methylene chloride. The extracts were combined, dried over magnesium sulfate, filtered, and concentrated to yield a white solid. Recrystallization from eth... Starting materials: ClC1=C(C(=O)NC=2C=C3C(=CNC3=CC2)C=2CCN(CC2)C)C=CC(=C1)F (5-(2-chloro-4-fluorobenzoyl)amino-3-(1-methyl-1,2,3,6-tetrahydropyridin-4-yl)-1H-indole), C(C)[SiH](CC)CC (triethylsilane). Run in FC(C(=O)O)(F)F (trifluoroacetic acid). Run at time 2 hour. The product is ClC1=C(C(=O)NC=2C=C3C(=CNC3=CC2)C2CCN(CC2)C)C=CC(=C1)F (5-(2-chloro-4-fluorobenzoyl)amino-3-(1-methylpiperidin-4-yl)-1H-indole). The yield is 67.3%. Reaction SMILES: [Cl:1][C:2]1[CH:26]=[C:25]([F:27])[CH:24]=[CH:23][C:3]=1[C:4]([NH:6][C:7]1[CH:8]=[C:9]2[C:13](=[CH:14][CH:15]=1)[NH:12][CH:11]=[C:10]2[C:16]1[CH2:17][CH2:18][N:19]([CH3:22])[CH2:20][CH:21]=1)=[O:5].C([SiH](CC)CC)C>FC(F)(F)C(O)=O>[Cl:1][C:2]1[CH:26]=[C:25]([F:27])[CH:24]=[CH:23][C:3]=1[C:4]([NH:6][C:7]1[CH:8]=[C:9]2[C:13](=[CH:14][CH:15]=1)[NH:12][CH:11]=[C:10]2[CH:16]1[CH2:21][CH2:20][N:19]([CH3:22])[CH2:18][CH2:17]1)=[O:5]. Reported procedure: To a solution of 0.40 gm (1.04 mMol) 5-(2-chloro-4-fluorobenzoyl)amino-3-(1-methyl-1,2,3,6-tetrahydropyridin-4-yl)-1H-indole in 5.2 mL trifluoroacetic acid were added 0.208 mL (1.3 mMol) triethylsilane and the reaction mixture was stirred at ambient. After 2 hours, the reaction mixture was concentrated under reduced pressure. To the residue was added 2N sodium hydroxide and the aqueous was extracted with dichloromethane. The combined organic extracts were washed with 2N sodium hydroxide, dried o... The reactants are FC1=CC=C(C(C2=CC=C(C=C2)F)Cl)C=C1 (4,4'-difluorobenzhydryl chloride), ClCCl.CO (dichloromethane methanol), FC1=CC=C(C(C2=CC=C(C=C2)F)Cl)C=C1 (4,4'-difluorobenzhydryl chloride), C([O-])([O-])=O.[Na+].[Na+] (sodium carbonate), N1CCNCC1 (piperazine). Run in C(Cl)(Cl)Cl (chloroform), C(Cl)(Cl)Cl (chloroform). The product is FC1=CC=C(C(C2=CC=C(C=C2)F)N2CCNCC2)C=C1 (4,4'-difluorobenzhydryl piperazine). Isolated yield 78.3%. RXN SMILES: [F:1][C:2]1[CH:16]=[CH:15][C:5]([CH:6](Cl)[C:7]2[CH:12]=[CH:11][C:10]([F:13])=[CH:9][CH:8]=2)=[CH:4][CH:3]=1.C(=O)([O-])[O-].[Na+].[Na+].[NH:23]1[CH2:28][CH2:27][NH:26][CH2:25][CH2:24]1.ClCCl.CO>C(Cl)(Cl)Cl>[F:1][C:2]1[CH:16]=[CH:15][C:5]([CH:6]([N:23]2[CH2:28][CH2:27][NH:26][CH2:25][CH2:24]2)[C:7]2[CH:12]=[CH:11][C:10]([F:13])=[CH:9][CH:8]=2)=[CH:4][CH:3]=1 |f:1.2.3,5.6|. Procedure: To 14.32 g (60 mmol) of said 4,4'-difluorobenzhydryl chloride were added 10.46 g (90 mmol) of anhydrous sodium carbonate, 25.84 g (300 mmol) of piperazine and 52 ml of dry chloroform, and the mixture was heated under reflux. To the reaction mixture was added dropwise over 45 minutes 14.32 g (60 mmol) of 4,4'-difluorobenzhydryl chloride in 13 ml of dry chloroform. The mixture was heated under reflux for 18 hours and filtered. The filtrate was washed successively with water and a saturated aqueous... The reactants are COC(C1=C(C=C(C(=C1)Br)N)OC)=O (2-methoxy-4-amino-5-bromo-benzoic acid methyl ester), C[Si](C#CC)(C)C (trimethyl-prop-1-ynyl silane), C(=O)([O-])[O-].[Na+].[Na+] (Na2CO3), C1(=CC=CC=C1)P(C1=CC=CC=C1)C1=CC=CC=C1 (triphenylphosphine). The reagents and catalysts are [I-].C(CCC)[N+](CCCC)(CCCC)CCCC (tetrabutylaminium iodide), C(C)(=O)[O-].[Pd+2].C(C)(=O)[O-] (palladium acetate). Solvent: CN(C)C=O (DMF). The product is COC(=O)C=1C=C2C(=C(NC2=CC1OC)[Si](C)(C)C)C (6-methoxy-3-methyl-2-trimethylsilanyl-1H-indole-5-carboxylic acid methyl ester). Reaction SMILES: [CH3:1][O:2][C:3](=[O:14])[C:4]1[CH:9]=[C:8](Br)[C:7]([NH2:11])=[CH:6][C:5]=1[O:12][CH3:13].[CH3:15][Si:16]([CH3:21])([CH3:20])[C:17]#[C:18][CH3:19].C([O-])([O-])=O.[Na+].[Na+].C1(P(C2C=CC=CC=2)C2C=CC=CC=2)C=CC=CC=1>CN(C=O)C.[I-].C([N+](CCCC)(CCCC)CCCC)CCC.C([O-])(=O)C.[Pd+2].C([O-])(=O)C>[CH3:1][O:2][C:3]([C:4]1[CH:9]=[C:8]2[C:7](=[CH:6][C:5]=1[O:12][CH3:13])[NH:11][C:17]([Si:16]([CH3:21])([CH3:20])[CH3:15])=[C:18]2[CH3:19])=[O:14] |f:2.3.4,7.8,9.10.11|. Procedure details: An indole hydrazide can also be prepared by treating a solution of 2-methoxy-4-amino-benzoic acid methyl ester (xvii) in ethanol with N-bromosuccinamide to form 2-methoxy-4-amino-5-bromo-benzoic acid methyl ester (xviii) (see Scheme VIII). A solution of 2-methoxy-4-amino-5-bromo-benzoic acid methyl ester (xviii) in DMF is then reacted with trimethyl-prop-1-ynyl silane (xix) in the presence of with palladium acetate, Na2CO3, triphenylphosphine and tetrabutylaminium iodide to form 6-methoxy-3-meth... Reactants: N[C@@H](C(C)(C)S)C(=O)N (Penicillaminamide), CC(=O)C (acetone). Solvent: O (water). The product is CC1(SC(C(N1)C(=O)N)(C)C)C (2,2,5,5-tetramethyl-1,3-thiazolidine-4-carboxylic acid amide). Yield: 92.0%. RXN SMILES: [NH2:1][C@H:2]([C:7]([NH2:9])=[O:8])[C:3]([SH:6])([CH3:5])[CH3:4].[CH3:10][C:11]([CH3:13])=O>O>[CH3:10][C:11]1([CH3:13])[NH:1][CH:2]([C:7]([NH2:9])=[O:8])[C:3]([CH3:5])([CH3:4])[S:6]1. Procedure details: Penicillaminamide (74.0 g, 0.50 mol) was dissolved in distilled water (800 ml) and added with acetone (58.0 g, 1.00 mol). The mixture was allowed to react at 30° C. for 1 hour with stirring under normal pressure and cooled. Then, water and acetone were evaporated by using an evaporator. The residue was washed with acetone to obtain white crystals (86.5 g, 0.46 mol) of 2,2,5,5-tetramethyl-1,3-thiazolidine-4-carboxylic acid amide. The yield to penicillaminamide was 92.0 mole %. Isolated yield 26.2%. The reactants are C(=C)OCCONC(=O)C1=C(C=2C=NC=CC2N1C)NC1=C(C=C(C=C1)I)F (3-(2-fluoro-4-iodo-phenylamino)-1-methyl-1H-pyrrolo[3,2-c]pyridine-2-carboxylic acid (2-vinyloxy-ethoxy)-amide), Cl (HCl), C(O)([O-])=O.[Na+] (Sodium hydrogen carbonate). Run at time 20 hour. Reaction SMILES: C([O:3][CH2:4][CH2:5][O:6][NH:7][C:8]([C:10]1[N:18]([CH3:19])[C:17]2[CH:16]=[CH:15][N:14]=[CH:13][C:12]=2[C:11]=1[NH:20][C:21]1[CH:26]=[CH:25][C:24]([I:27])=[CH:23][C:22]=1[F:28])=[O:9])=C.Cl.C(=O)([O-])O.[Na+]>CO>[OH:3][CH2:4][CH2:5][O:6][NH:7][C:8]([C:10]1[N:18]([CH3:19])[C:17]2[CH:16]=[CH:15][N:14]=[CH:13][C:12]=2[C:11]=1[NH:20][C:21]1[CH:26]=[CH:25][C:24]([I:27])=[CH:23][C:22]=1[F:28])=[O:9] |f:2.3|. Procedure details: A mixture of 3-(2-fluoro-4-iodo-phenylamino)-1-methyl-1H-pyrrolo[3,2-c]pyridine-2-carboxylic acid (2-vinyloxy-ethoxy)-amide (64 mg, 0.13 mmol), 1N aqueous HCl (0.39 mL) and MeOH (4.0 ml) was stirred at room temperature for 20 hours. Sodium hydrogen carbonate (32 mg, 0.39 mmol) was added, stirring was continued for 10 minutes then the reaction mixture was concentrated under reduced pressure. The residue was absorbed onto HM-N and purified by flash chromatography (Si-PPC, dichloromethane:MeOH, gra... Run in CO (MeOH). Yields the product OCCONC(=O)C1=C(C=2C=NC=CC2N1C)NC1=C(C=C(C=C1)I)F (3-(2-Fluoro-4-iodo-phenylamino)-1-methyl-1H-pyrrolo[3,2-c]pyridine-2-carboxylic acid (2-hydroxy-ethoxy)-amide). The reactants are C(C)(C)(C)OC(=O)N1CCC(CC1)NC1=C(C=C(C=C1)C)N (4-(2-Amino-4-methyl-phenylamino)-piperidine-1-carboxylic acid tert-butyl ester), C(C)OC(C(=O)OC1=CC=C(C=C1)[N+](=O)[O-])(C)OCC (p-nitrophenyl 2,2-diethoxyproprionate). The reagents and catalysts are CN(C)C=1C=CN=CC1 (DMAP). The solvent is C(C)#N (acetonitrile), C(C)OCC (diethyl ether). Reaction conditions: temperature 80 celsius. Yields the product C(C)(C)(C)OC(=O)N1CCC(CC1)NC1=C(C=C(C=C1)C)NC(C(C)(OCC)OCC)=O (4-[2-(2,2-diethoxy-propionylamino)-4-methyl-phenylamino]-piperidine-1-carboxylic acid tert-butyl ester). The yield is 61.8%. Reaction SMILES: [C:1]([O:5][C:6]([N:8]1[CH2:13][CH2:12][CH:11]([NH:14][C:15]2[CH:20]=[CH:19][C:18]([CH3:21])=[CH:17][C:16]=2[NH2:22])[CH2:10][CH2:9]1)=[O:7])([CH3:4])([CH3:3])[CH3:2].[CH2:23]([O:25][C:26]([O:40][CH2:41][CH3:42])([CH3:39])[C:27](OC1C=CC([N+]([O-])=O)=CC=1)=[O:28])[CH3:24]>CN(C1C=CN=CC=1)C.C(#N)C.C(OCC)C>[C:1]([O:5][C:6]([N:8]1[CH2:13][CH2:12][CH:11]([NH:14][C:15]2[CH:20]=[CH:19][C:18]([CH3:21])=[CH:17][C:16]=2[NH:22][C:27](=[O:28])[C:26]([O:40][CH2:41][CH3:42])([O:25][CH2:23][CH3:24])[CH3:39])[CH2:10][CH2:9]1)=[O:7])([CH3:4])([CH3:3])[CH3:2]. Reported procedure: 4-(2-Amino-4-methyl-phenylamino)-piperidine-1-carboxylic acid tert-butyl ester (400 mg, 1.31 mmol), p-nitrophenyl 2,2-diethoxyproprionate (1.00 g, 3.50 mmol), and DMAP (1.00 g, 8.2 mmol) were combined in acetonitrile (3 mL) and heated in an oil bath at 80° C. for 2 h. The mixture was cooled, diluted with diethyl ether (100 mL), washed once each with saturated aqueous NH4Cl and water, three times with 5% aqueous sodium hydroxide solution, once with brine and dried over anhydrous MgSO4 and concent...